This data is from the Open Reaction Database (ORD), a public repository of structured organic reaction records. The task is: describe an organic reaction: reactants, conditions, products, and yield Reactants: BrB(Br)Br, COc1cc2c3c4c(c(-c5ccccc5)cc3n(C)c2cc1CCCO)C(=O)NC4=O. Product: Cn1c2cc(CCCO)c(O)cc2c2c3c(c(-c4ccccc4)cc21)C(=O)NC3=O. Reaction SMILES: [B:32]([Br:33])([Br:34])[Br:35].[OH:1][CH2:2][CH2:3][CH2:4][c:5]1[c:6]([O:30][CH3:31])[cH:7][c:8]2[c:9]3[c:10]4[c:11]([c:12](-[c:19]5[cH:20][cH:21][cH:22][cH:23][cH:24]5)[cH:13][c:14]3[n:15]([CH3:18])[c:16]2[cH:17]1)[C:25](=[O:29])[NH:26][C:27]4=[O:28]>>[OH:1][CH2:2][CH2:3][CH2:4][c:5]1[c:6]([OH:30])[cH:7][c:8]2[c:9]3[c:10]4[c:11]([c:12](-[c:19]5[cH:20][cH:21][cH:22][cH:23][cH:24]5)[cH:13][c:14]3[n:15]([CH3:18])[c:16]2[cH:17]1)[C:25](=[O:29])[NH:26][C:27]4=[O:28]. Starting materials: C(#N)C(CCCI)(C(C)C)C=1SC=CC1 (4-cyano-4-(2-thienyl)-5-methylhexyl iodide), N1=C(C=CC=C1)OCCN1CCNCC1 (1-[2-(2-pyridyloxy)ethyl)piperazine). Yields the product C(#N)C(CCCN1CCN(CC1)CCOC1=NC=CC=C1)(C(C)C)C=1SC=CC1 (1-[4-cyano-4-(2-thienyl)-5-methylhexyl]-4-[2-(2-pyridyloxy)ethyl]piperazine). Reaction SMILES: [C:1]([C:3]([C:11]1[S:12][CH:13]=[CH:14][CH:15]=1)([CH:8]([CH3:10])[CH3:9])[CH2:4][CH2:5][CH2:6]I)#[N:2].[N:16]1[CH:21]=[CH:20][CH:19]=[CH:18][C:17]=1[O:22][CH2:23][CH2:24][N:25]1[CH2:30][CH2:29][NH:28][CH2:27][CH2:26]1>>[C:1]([C:3]([C:11]1[S:12][CH:13]=[CH:14][CH:15]=1)([CH:8]([CH3:10])[CH3:9])[CH2:4][CH2:5][CH2:6][N:28]1[CH2:29][CH2:30][N:25]([CH2:24][CH2:23][O:22][C:17]2[CH:18]=[CH:19][CH:20]=[CH:21][N:16]=2)[CH2:26][CH2:27]1)#[N:2]. Reported procedure: The title compound was synthesized in accordance with Example 75 from 4-cyano-4-(2-thienyl)-5-methylhexyl iodide and 1-[2-(2-pyridyloxy)ethyl)piperazine. The physico-chemical data of the compound was as below.